Dataset: the Open Reaction Database (ORD), a public repository of structured organic reaction records. Task: describe an organic reaction: reactants, conditions, products, and yield The product is CCOC(=O)CCC1CC(NCC2OC(n3cnc4c(N)ncnc43)C3OC(C)(C)OC23)C1. The reactants are [BH3-]C#N, CC(=O)O, CO, CC1(C)OC2C(CN)OC(n3cnc4c(N)ncnc43)C2O1, [Na+], CCOC(=O)CCC1CC(=O)C1, O. As a reaction SMILES: [C:39]([BH3-:40])#[N:41].[CH3:35][C:36](=[O:37])[OH:38].[CH3:43][OH:44].[NH2:1][CH2:2][CH:3]1[O:4][CH:5]([n:13]2[c:14]3[n:15][cH:16][n:17][c:18]([NH2:22])[c:19]3[n:20][cH:21]2)[CH:6]2[CH:7]1[O:8][C:9]([CH3:11])([CH3:12])[O:10]2.[Na+:42].[O:23]=[C:24]1[CH2:25][CH:26]([CH2:28][CH2:29][C:30](=[O:31])[O:32][CH2:33][CH3:34])[CH2:27]1.[OH2:45]>>[NH:1]([CH2:2][CH:3]1[O:4][CH:5]([n:13]2[c:14]3[n:15][cH:16][n:17][c:18]([NH2:22])[c:19]3[n:20][cH:21]2)[CH:6]2[CH:7]1[O:8][C:9]([CH3:11])([CH3:12])[O:10]2)[CH:24]1[CH2:25][CH:26]([CH2:28][CH2:29][C:30](=[O:31])[O:32][CH2:33][CH3:34])[CH2:27]1. Starting materials: C(C)S(=O)(=O)N1CCC(CC1)C1=CNC2=C(C=C(C=C12)C1=CSC(=C1)CN1C(CCC1)CCC)C(=O)N (3-[1-(ethylsulfonyl)-4-piperidinyl]-5-{5-[(2-propyl-1-pyrrolidinyl)methyl]-3-thienyl}-1H-indole-7-carboxamide), C(CC)C1NCCC1 (2-propylpyrrolidine). The product is C(C)C1N(CCC1)CC1=CC(=CS1)C=1C=C2C(=CNC2=C(C1)C(=O)N)C1CCN(CC1)S(=O)(=O)CC (5-{5-[(2-ethyl-1-pyrrolidinyl)methyl]-3-thienyl}-3-[1-(ethylsulfonyl)-4-piperidinyl]-1H-indole-7-carboxamide). The yield is 28.4%. Reaction SMILES: [CH2:1]([S:3]([N:6]1[CH2:11][CH2:10][CH:9]([C:12]2[C:20]3[C:15](=[C:16]([C:35]([NH2:37])=[O:36])[CH:17]=[C:18]([C:21]4[CH:25]=[C:24]([CH2:26][N:27]5[CH2:31][CH2:30][CH2:29][CH:28]5[CH2:32][CH2:33]C)[S:23][CH:22]=4)[CH:19]=3)[NH:14][CH:13]=2)[CH2:8][CH2:7]1)(=[O:5])=[O:4])[CH3:2].C(C1CCCN1)CC>>[CH2:32]([CH:28]1[CH2:29][CH2:30][CH2:31][N:27]1[CH2:26][C:24]1[S:23][CH:22]=[C:21]([C:18]2[CH:19]=[C:20]3[C:15](=[C:16]([C:35]([NH2:37])=[O:36])[CH:17]=2)[NH:14][CH:13]=[C:12]3[CH:9]2[CH2:10][CH2:11][N:6]([S:3]([CH2:1][CH3:2])(=[O:5])=[O:4])[CH2:7][CH2:8]2)[CH:25]=1)[CH3:33]. Reported procedure: The title compound was prepared according to the general procedure of 3-[1-(ethylsulfonyl)-4-piperidinyl]-5-{5-[(2-propyl-1-pyrrolidinyl)methyl]-3-thienyl}-1H-indole-7-carboxamide, substituting 2-ethylpyrrolidine (99.0 mg, 1.0 mmol) for 2-propylpyrrolidine to afford 15.0 mg of the title compound (28.4%). Product: CN(C(=O)c1ccc(Cl)cc1)C1CCN(C(=O)C2CCOCC2NC(=O)c2ccccc2)CC1c1ccc(Cl)c(Cl)c1. The reactants are O=C(Cl)c1ccccc1, Cl, CN(C(=O)c1ccc(Cl)cc1)C1CCN(C(=O)C2CCOCC2N)CC1c1ccc(Cl)c(Cl)c1. RXN SMILES: [C:36]([c:37]1[cH:38][cH:39][cH:40][cH:41][cH:42]1)(=[O:43])[Cl:44].[ClH:1].[NH2:2][CH:3]1[CH2:4][O:5][CH2:6][CH2:7][CH:8]1[C:9](=[O:10])[N:11]1[CH2:12][CH:13]([c:28]2[cH:29][c:30]([Cl:35])[c:31]([Cl:34])[cH:32][cH:33]2)[CH:14]([N:17]([C:18]([c:19]2[cH:20][cH:21][c:22]([Cl:25])[cH:23][cH:24]2)=[O:26])[CH3:27])[CH2:15][CH2:16]1>>[NH:2]([CH:3]1[CH2:4][O:5][CH2:6][CH2:7][CH:8]1[C:9](=[O:10])[N:11]1[CH2:12][CH:13]([c:28]2[cH:29][c:30]([Cl:35])[c:31]([Cl:34])[cH:32][cH:33]2)[CH:14]([N:17]([C:18]([c:19]2[cH:20][cH:21][c:22]([Cl:25])[cH:23][cH:24]2)=[O:26])[CH3:27])[CH2:15][CH2:16]1)[C:36]([c:37]1[cH:38][cH:39][cH:40][cH:41][cH:42]1)=[O:43]. Reported procedure: 1 g of the product of Step C in 100 ml of methylene chloride was cooled to 0°/+5° C. and over 5 minutes, 24 ml of an M solution of boron tribromide in methylene chloride were added dropwise. After stirring for 4 hours at ambient temperature and then cooling to 0° C., 50 ml of methanol were added slowly and the solvents were eliminated under reduced pressure. The residue was taken up in methanol and filtered to obtain 1.05 g of the expected product. 0.75 g of this product were purified by chromat... Product: Br.OC1=CC=C(C=2NC(NC21)=O)C2CN(CCC2)CCC (1,3-dihydro-4-hydroxy-7-(1-propyl-3-piperidinyl)-2H-benzimidazol-2-one hydrobromide). Reactants: COC1=CC=C(C=2NC(NC21)=O)C2CN(CCC2)CCC (1,3-dihydro-4-methoxy-7-(1-propyl-3-piperidinyl)-2H-benzimidazol-2-one), B(Br)(Br)Br (boron tribromide). Run in C(Cl)Cl (methylene chloride), CO (methanol), C(Cl)Cl (methylene chloride), CO (methanol). Reaction conditions: time 5 minute. Reaction SMILES: C[O:2][C:3]1[C:11]2[NH:10][C:9](=[O:12])[NH:8][C:7]=2[C:6]([CH:13]2[CH2:18][CH2:17][CH2:16][N:15]([CH2:19][CH2:20][CH3:21])[CH2:14]2)=[CH:5][CH:4]=1.B(Br)(Br)[Br:23]>C(Cl)Cl.CO>[BrH:23].[OH:2][C:3]1[C:11]2[NH:10][C:9](=[O:12])[NH:8][C:7]=2[C:6]([CH:13]2[CH2:18][CH2:17][CH2:16][N:15]([CH2:19][CH2:20][CH3:21])[CH2:14]2)=[CH:5][CH:4]=1 |f:4.5|.